From a dataset of the Open Reaction Database (ORD), a public repository of structured organic reaction records. describe an organic reaction: reactants, conditions, products, and yield Starting materials: COC(C1=C(C=C(C=C1)Cl)N)=O (2-amino-4-chlorobenzoic acid methyl ester), CC=1C=C(C=C(C1)C)CC(=O)Cl ((3,5-dimethylphenyl)acetyl chloride). Run at time 2 hour. Yields the product COC(C1=C(C=C(C=C1)Cl)NC(CC1=CC(=CC(=C1)C)C)=O)=O (4-chloro-2-[2-(3,5-dimethylphenyl)-acetylamino]-benzoic acid methyl ester). The yield is 90.6%. RXN SMILES: [CH3:1][O:2][C:3](=[O:12])[C:4]1[CH:9]=[CH:8][C:7]([Cl:10])=[CH:6][C:5]=1[NH2:11].[CH3:13][C:14]1[CH:15]=[C:16]([CH2:21][C:22](Cl)=[O:23])[CH:17]=[C:18]([CH3:20])[CH:19]=1>>[CH3:1][O:2][C:3](=[O:12])[C:4]1[CH:9]=[CH:8][C:7]([Cl:10])=[CH:6][C:5]=1[NH:11][C:22](=[O:23])[CH2:21][C:16]1[CH:15]=[C:14]([CH3:13])[CH:19]=[C:18]([CH3:20])[CH:17]=1. Reported procedure: To a solution of (3,5-dimethylphenyl)acetyl chloride (2.58 g in 20 mL dry dichloroethane) was added 2.5 g 2-amino-4-chlorobenzoic acid methyl ester and the mixture heated to reflux on an oil bath. After 2 hours, the pot was cooled to room temperature and the solvent removed in vacuo. Recrystallization of the crude product from methanol gave the title compound (4.05 g). Reactants: CCOC(C)OCC#CC(O)c1ccc(OC)c(OC)c1OC, ClCCl. The product is CCOC(C)OCC#CC(=O)c1ccc(OC)c(OC)c1OC. As a reaction SMILES: [CH2:1]([CH3:2])[O:3][CH:4]([CH3:5])[O:6][CH2:7][C:8]#[C:9][CH:10]([OH:11])[c:12]1[c:13]([O:22][CH3:23])[c:14]([O:20][CH3:21])[c:15]([O:18][CH3:19])[cH:16][cH:17]1.[CH2:24]([Cl:25])[Cl:26]>>[CH2:1]([CH3:2])[O:3][CH:4]([CH3:5])[O:6][CH2:7][C:8]#[C:9][C:10](=[O:11])[c:12]1[c:13]([O:22][CH3:23])[c:14]([O:20][CH3:21])[c:15]([O:18][CH3:19])[cH:16][cH:17]1. The reactants are [OH-].[K+] (potassium hydroxide), C(C)(=S)O (thioacetic acid), ClC(C(=O)O)C1=CC2=CC=C(C=C2C=C1)OC (α-chloro-6-methoxy-2-naphthylacetic acid). The solvent is C(C)O (ethanol). Conditions: time 15 hour. Product: C(C)(=O)SC(C(=O)O)C1=CC2=CC=C(C=C2C=C1)OC (α-Acetylthio-6-methoxy-2-naphthylacetic acid). As a reaction SMILES: [OH-].[K+].[C:3]([OH:6])(=[S:5])[CH3:4].Cl[CH:8]([C:12]1[CH:21]=[CH:20][C:19]2[C:14](=[CH:15][CH:16]=[C:17]([O:22][CH3:23])[CH:18]=2)[CH:13]=1)[C:9]([OH:11])=[O:10]>C(O)C>[C:3]([S:5][CH:8]([C:12]1[CH:21]=[CH:20][C:19]2[C:14](=[CH:15][CH:16]=[C:17]([O:22][CH3:23])[CH:18]=2)[CH:13]=1)[C:9]([OH:11])=[O:10])(=[O:6])[CH3:4] |f:0.1|. Procedure details: To a solution of 600 ml. of anhydrous ethanol and 21 g. (0.317 moles) of potassium hydroxide is added 45 ml. of thioacetic acid dropwise. To this mixture is then added 0.244 moles of α-chloro-6-methoxy-2-naphthylacetic acid and stirring is continued for 15 hours. The solid which forms is filtered off and washed with ethanol. The filtrate is evaporated to dryness and the residue is dissolved in 500 ml. of ether and washed several times with water. Drying the ether and evaporation to dryness resul... The reactants are Cl (hydrogen chloride), C(C)(C)(C)OC(=O)NCC=1C=CC(=NC1)C(CC(C)C)=O (5-tert-butoxycarbonylaminomethyl-2-(3-methyl-butyryl)-pyridine). Solvent: O1CCOCC1 (dioxane), ClCCl (dichloromethane). Run at time 8 hour. Product: NCC=1C=CC(=NC1)C(CC(C)C)=O (5-Aminomethyl-2-(3-methyl-butyryl)-pyridine). Yield: 96.2%. RXN SMILES: Cl.C(OC([NH:9][CH2:10][C:11]1[CH:12]=[CH:13][C:14]([C:17](=[O:22])[CH2:18][CH:19]([CH3:21])[CH3:20])=[N:15][CH:16]=1)=O)(C)(C)C>O1CCOCC1.ClCCl>[NH2:9][CH2:10][C:11]1[CH:12]=[CH:13][C:14]([C:17](=[O:22])[CH2:18][CH:19]([CH3:20])[CH3:21])=[N:15][CH:16]=1. Reported procedure: Add 4N hydrogen chloride in dioxane (0.5 mL) to a solution of 5-tert-butoxycarbonylaminomethyl-2-(3-methyl-butyryl)-pyridine (60 mg, 0.2 mmol) in anhydrous dichloromethane (2 mL) and stir the solution overnight. Concentrate in vacuo and partition the residue between saturated aqueous NaHCO3 and dichloromethane. Extract the aqueous phase with dichloromethane (2×15 mL) and EtOAc (2×15 mL). Dry the combined organic extracts over Na2SO4, filter and concentrate in vacuo to obtain the title compound (... Starting materials: C1(=CC=CC=C1)O (Phenol), Cl.ClC1=CC=NC=C1 (4-chloropyridine hydrochloride), [OH-].[Na+] (sodium hydroxide). Conditions: temperature 150 celsius. Yields the product O(C1=CC=CC=C1)C1=CC=NC=C1 (4-phenoxypyridine). Yield: 64.3%. Reaction SMILES: [C:1]1([OH:7])[CH:6]=[CH:5][CH:4]=[CH:3][CH:2]=1.Cl.Cl[C:10]1[CH:15]=[CH:14][N:13]=[CH:12][CH:11]=1.[OH-].[Na+]>>[O:7]([C:10]1[CH:15]=[CH:14][N:13]=[CH:12][CH:11]=1)[C:1]1[CH:6]=[CH:5][CH:4]=[CH:3][CH:2]=1 |f:1.2,3.4|. Procedure: Phenol (2.82 kg, 30.0 mol) was heated to 50° C. and 4-chloropyridine hydrochloride (1.5 kg, 10.0 mol) was added. The resulting solution was heated at 150° C. for 15 hours. The dark amber solution was cooled to 25° C. then poured into 3 M aqueous sodium hydroxide (16 L). The aqueous was extracted with dichloromethane (3×4 L). The combined organic was washed with 1 M sodium hydroxide (2×4 L), water (4 L), and brine (4 L) then dried over sodium sulfate and filtered. The solvent was removed under va... The reactants are CCOC(=O)C1CCN(c2ccc3c(C(=O)NCCC4CCCCC4)c(Cl)ccc3n2)CC1, CO, [K+], [OH-], O. Product: O=C(NCCC1CCCCC1)c1c(Cl)ccc2nc(N3CCC(C(=O)O)CC3)ccc12. Reaction SMILES: [CH2:1]([CH3:2])[O:3][C:4](=[O:5])[CH:6]1[CH2:7][CH2:8][N:9]([c:12]2[n:13][c:14]3[cH:15][cH:16][c:17]([Cl:33])[c:18]([C:22](=[O:23])[NH:24][CH2:25][CH2:26][CH:27]4[CH2:28][CH2:29][CH2:30][CH2:31][CH2:32]4)[c:19]3[cH:20][cH:21]2)[CH2:10][CH2:11]1.[CH3:34][OH:35].[K+:37].[OH-:36].[OH2:38]>>[O:3]=[C:4]([OH:5])[CH:6]1[CH2:7][CH2:8][N:9]([c:12]2[n:13][c:14]3[cH:15][cH:16][c:17]([Cl:33])[c:18]([C:22](=[O:23])[NH:24][CH2:25][CH2:26][CH:27]4[CH2:28][CH2:29][CH2:30][CH2:31][CH2:32]4)[c:19]3[cH:20][cH:21]2)[CH2:10][CH2:11]1. The reactants are BrC=1C=CC(=C(C1)C1=NC2=CC=C(C=C2C=C1)C1=NC2=C(N1C1CCCCC1)C=CC(=C2)C(=O)O)O (2-[2-(5-Bromo-2-hydroxy-phenyl)-quinolin-6-yl]-1-cyclohexyl-1H-benzoimidazole-5-carboxylic acid), [OH-].[K+] (KOH), Compound 354e, C(C)(=O)C1=CC(=C(C=C1)NC(C)=O)Br (N-(4-acetyl-2-bromo-phenyl)-acetamide). Solvent: C(C)O (ethanol), C(C)O (ethanol). Product: NC1=C(C=C(C=C1)C1=NC2=CC=C(C=C2C=C1)C1=NC2=C(N1C1CCCCC1)C=CC(=C2)C(=O)O)Br (2-[2-(4-amino-3-bromo-phenyl)-quinolin-6-yl]-1-cyclohexyl-1H-benzoimidazole-5-carboxylic acid). Isolated yield 15.0%. RXN SMILES: [Br:1][C:2]1[CH:3]=[CH:4][C:5](O)=[C:6]([C:8]2[CH:17]=[CH:16][C:15]3[C:10](=[CH:11][CH:12]=[C:13]([C:18]4[N:22]([CH:23]5[CH2:28][CH2:27][CH2:26][CH2:25][CH2:24]5)[C:21]5[CH:29]=[CH:30][C:31]([C:33](O)=[O:34])=[CH:32][C:20]=5[N:19]=4)[CH:14]=3)[N:9]=2)[CH:7]=1.C(C1C=CC([NH:46]C(=O)C)=C(Br)C=1)(=O)C.[OH-:51].[K+]>C(O)C>[NH2:46][C:3]1[CH:4]=[CH:5][C:6]([C:8]2[CH:17]=[CH:16][C:15]3[C:10](=[CH:11][CH:12]=[C:13]([C:18]4[N:22]([CH:23]5[CH2:28][CH2:27][CH2:26][CH2:25][CH2:24]5)[C:21]5[CH:29]=[CH:30][C:31]([C:33]([OH:34])=[O:51])=[CH:32][C:20]=5[N:19]=4)[CH:14]=3)[N:9]=2)=[CH:7][C:2]=1[Br:1] |f:2.3|. Reported procedure: Following the procedure and workup for Compound 354, Compound 354e (100 mg, 0.256 mmol) was reacted with N-(4-acetyl-2-bromo-phenyl)-acetamide (0.256 mmol) in ethanol (2 mL) using 10% w/v KOH in ethanol (506 μL, 0.64 mmol) to produce the title compound (16 mg, 15% yield). As a reaction SMILES: [Br:1][CH2:2][CH2:3][CH2:4][CH2:5][CH2:6][CH2:7][c:8]1[c:9]([O:22][CH2:23][c:24]2[cH:25][cH:26][cH:27][cH:28][cH:29]2)[c:10]([O:14][CH2:15][c:16]2[cH:17][cH:18][cH:19][cH:20][cH:21]2)[cH:11][cH:12][cH:13]1.[C:50](=[O:51])([O-:52])[O-:53].[CH3:58][C:59](=[O:60])[CH3:61].[CH3:62][N:63]([CH3:64])[CH:65]=[O:66].[I-:57].[K+:54].[K+:55].[Na+:56].[c:30]1([CH2:36][O:37][C:38]([c:39]2[cH:40][c:41]([N+:46](=[O:47])[O-:48])[c:42]([OH:45])[cH:43][cH:44]2)=[O:49])[cH:31][cH:32][cH:33][cH:34][cH:35]1>>[CH2:2]([CH2:3][CH2:4][CH2:5][CH2:6][CH2:7][c:8]1[c:9]([O:22][CH2:23][c:24]2[cH:25][cH:26][cH:27][cH:28][cH:29]2)[c:10]([O:14][CH2:15][c:16]2[cH:17][cH:18][cH:19][cH:20][cH:21]2)[cH:11][cH:12][cH:13]1)[O:45][c:42]1[c:41]([N+:46](=[O:47])[O-:48])[cH:40][c:39]([C:38]([O:37][CH2:36][c:30]2[cH:31][cH:32][cH:33][cH:34][cH:35]2)=[O:49])[cH:44][cH:43]1. Reactants: BrCCCCCCc1cccc(OCc2ccccc2)c1OCc1ccccc1, O=C([O-])[O-], CC(C)=O, CN(C)C=O, [I-], [K+], [K+], [Na+], O=C(OCc1ccccc1)c1ccc(O)c([N+](=O)[O-])c1. The product is O=C(OCc1ccccc1)c1ccc(OCCCCCCc2cccc(OCc3ccccc3)c2OCc2ccccc2)c([N+](=O)[O-])c1.